Dataset: the Open Reaction Database (ORD), a public repository of structured organic reaction records. Task: describe an organic reaction: reactants, conditions, products, and yield The reactants are C(C)NCC (diethylamine), CC(=O)C (acetone), C1(CCCCC1)NS(=O)(=O)C=1C=C(C2=C(OCCO2)C1)C(=O)O (7-cyclohexylsulfamoyl-1,4-benzodioxane-5-carboxylic acid), O (water), ClC(=O)OCC(C)C (isobutyl chloroformate). Run in C(C)N(CC)CC (triethylamine). Reaction conditions: temperature 10 celsius, time 30 minute. The product is C(C)C1=C(C(=C(C2=C1OCCO2)C(=O)N)CC)S(NC2CCCCC2)(=O)=O (diethyl-7-cyclohexylsulfamoyl-1,4-benzodioxane-5-carboxamide). RXN SMILES: [CH:1]1([NH:7][S:8]([C:11]2[CH:12]=[C:13]([C:21]([OH:23])=O)[C:14]3[O:19][CH2:18][CH2:17][O:16][C:15]=3[CH:20]=2)(=[O:10])=[O:9])[CH2:6][CH2:5][CH2:4][CH2:3][CH2:2]1.O.ClC(OC[CH:30]([CH3:32])C)=O.C([NH:35]CC)C.C[C:39]([CH3:41])=O>C(N(CC)CC)C>[CH2:39]([C:20]1[C:15]2[O:16][CH2:17][CH2:18][O:19][C:14]=2[C:13]([C:21]([NH2:35])=[O:23])=[C:12]([CH2:30][CH3:32])[C:11]=1[S:8](=[O:9])(=[O:10])[NH:7][CH:1]1[CH2:2][CH2:3][CH2:4][CH2:5][CH2:6]1)[CH3:41]. Procedure: 34.1 g of 7-cyclohexylsulfamoyl-1,4-benzodioxane-5-carboxylic acid, 35 ml of water and 10.5 g of triethylamine were introduced into a 250 ml balloon flask provided with a stirrer and a thermometer. 100 ml of acetone were added and the mixture was cooled to 10° C. 14 g of isobutyl chloroformate were added and the mixture was maintained under stirring for 30 minutes at room temperature. 8 g of diethylamine were introduced at a temperature of from 15°-20° C. After stirring for three hours, the solv...